From a dataset of the Open Reaction Database (ORD), a public repository of structured organic reaction records. describe an organic reaction: reactants, conditions, products, and yield Reactants: C(C)OP(=O)(OCC)CSCCON1C2=NC=NC(=C2N=C1)N (9-[2-(diethoxyphosphorylmethylthio)-ethoxy]adenine), Br[Si](C)(C)C (bromotrimethylsilane). Solvent: ClCCl (dichloromethane). Reaction conditions: time 3 hour. The product is P(=O)(O)(O)CSCCON1C2=NC=NC(=C2N=C1)N (9-[2-(Phosphonomethylthio)ethoxy)adenine). The yield is 72.8%. As a reaction SMILES: C([O:3][P:4]([CH2:9][S:10][CH2:11][CH2:12][O:13][N:14]1[CH:22]=[N:21][C:20]2[C:15]1=[N:16][CH:17]=[N:18][C:19]=2[NH2:23])([O:6]CC)=[O:5])C.Br[Si](C)(C)C>ClCCl>[P:4]([CH2:9][S:10][CH2:11][CH2:12][O:13][N:14]1[CH:22]=[N:21][C:20]2[C:15]1=[N:16][CH:17]=[N:18][C:19]=2[NH2:23])([OH:6])([OH:5])=[O:3]. Procedure details: A solution of 9-[2-(diethoxyphosphorylmethylthio)-ethoxy]adenine (0.1 g, 0.27 mmol) in dry dichloromethane at room temperature was treated with bromotrimethylsilane (0.46 g, 30 mmol) and allowed to stand for 3 hours. The solvent was evaporated under reduced pressure and the residue was dissolved in methanol and allowed to stand for 5 minutes. The solvent was removed in vacuo and the residue was crystallised from water to give the title compound (0.06 g, 71%) as colourless crystals, m.p. 211°-13°... Reactants: FC1=CC=C(C2=C1C(C=1C=CN=CC1C2=O)=O)F (6,9-difluorobenzo[g]isoquinoline-5,10-dione), C(CN)N (ethylene-diamine). Product: NCCNC1=CC=C(C2=C1C(C=1C=CN=CC1C2=O)=O)NCCN (6,9-bis[(2-aminoethyl)amino]benzo[g]isoquinoline-5,10-dione). As a reaction SMILES: F[C:2]1[C:7]2[C:8](=[O:17])[C:9]3[CH:10]=[CH:11][N:12]=[CH:13][C:14]=3[C:15](=[O:16])[C:6]=2[C:5](F)=[CH:4][CH:3]=1.[CH2:19]([NH2:22])[CH2:20][NH2:21]>>[NH2:21][CH2:20][CH2:19][NH:22][C:2]1[C:7]2[C:8](=[O:17])[C:9]3[CH:10]=[CH:11][N:12]=[CH:13][C:14]=3[C:15](=[O:16])[C:6]=2[C:5]([NH:21][CH2:20][CH2:19][NH2:22])=[CH:4][CH:3]=1. Procedure: The reported synthetic procedures use, as a key intermediate, 6,9-difluorobenzo[g]isoquinoline-5,10-dione.- This compound is reacted with ethylene-diamine which produces the desired 6,9-bis[(2-aminoethyl)amino]benzo[g]isoquinoline-5,10-dione. Starting materials: BrC(C(=O)O)(C)C (alpha-bromoisobutyric acid), C1=CC=CC=C1 (benzene), [Al+3].[Cl-].[Cl-].[Cl-] (AlCl3), 50/50, Cl.O (HCl H2O). Run at temperature 5 celsius. Product: CC(C(=O)O)(C1=CC=CC=C1)C (DIMETHYLPHENYLACETIC ACID). RXN SMILES: Br[C:2]([CH3:7])([CH3:6])[C:3]([OH:5])=[O:4].[Al+3].[Cl-].[Cl-].[Cl-].Cl.O.[CH:14]1[CH:19]=[CH:18][CH:17]=[CH:16][CH:15]=1>>[CH3:6][C:2]([CH3:7])([C:14]1[CH:19]=[CH:18][CH:17]=[CH:16][CH:15]=1)[C:3]([OH:5])=[O:4] |f:1.2.3.4,5.6|. Procedure: Molten alpha-bromoisobutyric acid, 328 g, 2 moles, was added to a 5-L flask equipped with a reflux condenser and large magnetic stirrer. Anhydrous benzene 2000 mL, was added to the flask, followed by fresh anhydrous AlCl3, 900 g, 6.75 moles, in small portions. The solution was then slowly heated to the reflux temperature and at this time the exit of the reflux condenser was connected to a flowing-water HBr trap. The mixture was heated a total of 24 hours without interruption. The reaction mixtur... The reactants are COC(=O)Cn1c(C)c(Cc2sccc2S(=O)(=O)c2ccncc2)c2cc(F)ccc21, Cl, [Na+], C1CCOC1, [OH-]. The product is Cc1c(Cc2sccc2S(=O)(=O)c2ccncc2)c2cc(F)ccc2n1CC(=O)O. RXN SMILES: [CH3:1][O:2][C:3]([CH2:4][n:5]1[c:6]([CH3:30])[c:7]([CH2:15][c:16]2[s:17][cH:18][cH:19][c:20]2[S:21](=[O:22])(=[O:23])[c:24]2[cH:25][cH:26][n:27][cH:28][cH:29]2)[c:8]2[cH:9][c:10]([F:14])[cH:11][cH:12][c:13]12)=[O:31].[ClH:34].[Na+:33].[O:35]1[CH2:36][CH2:37][CH2:38][CH2:39]1.[OH-:32]>>[O:2]=[C:3]([CH2:4][n:5]1[c:6]([CH3:30])[c:7]([CH2:15][c:16]2[s:17][cH:18][cH:19][c:20]2[S:21](=[O:22])(=[O:23])[c:24]2[cH:25][cH:26][n:27][cH:28][cH:29]2)[c:8]2[cH:9][c:10]([F:14])[cH:11][cH:12][c:13]12)[OH:31]. Reactants: CCO, CCOC(=O)CCCC(C)C, [Na+], [OH-]. Yields the product CC(C)CCCC(=O)O. Reaction SMILES: [CH3:14][CH2:15][OH:16].[CH3:1][CH:2]([CH2:3][CH2:4][CH2:5][C:6](=[O:7])[O:8][CH2:9][CH3:10])[CH3:11].[Na+:13].[OH-:12]>>[CH3:1][CH:2]([CH2:3][CH2:4][CH2:5][C:6](=[O:7])[OH:8])[CH3:11]. Reactants: COC(=O)C(CCCc1ccccc1)C(OC)C(=O)N1CCOCC1, O=C(O)C(CCCc1ccccc1)C(O)C(=O)N1CCOCC1. Yields the product COC(C(=O)N1CCOCC1)C(CCCc1ccccc1)C(=O)O. Reaction SMILES: [CH3:24][O:25][C:26]([CH:27]([CH2:28][CH2:29][CH2:30][c:31]1[cH:32][cH:33][cH:34][cH:35][cH:36]1)[CH:37]([C:38](=[O:39])[N:40]1[CH2:41][CH2:42][O:43][CH2:44][CH2:45]1)[O:46][CH3:47])=[O:48].[OH:1][CH:2]([CH:3]([CH2:4][CH2:5][CH2:6][c:7]1[cH:8][cH:9][cH:10][cH:11][cH:12]1)[C:13]([OH:14])=[O:15])[C:16]([N:17]1[CH2:18][CH2:19][O:20][CH2:21][CH2:22]1)=[O:23]>>[O:25]=[C:26]([CH:27]([CH2:28][CH2:29][CH2:30][c:31]1[cH:32][cH:33][cH:34][cH:35][cH:36]1)[CH:37]([C:38](=[O:39])[N:40]1[CH2:41][CH2:42][O:43][CH2:44][CH2:45]1)[O:46][CH3:47])[OH:48]. Starting materials: C(C)OC1=C(C=C(/C=C/C#N)C=C1)C=1NCC2=C(N1)C(=NN2C)CCC ((E)-4-ethoxy-3-(-1-methyl-3-n-propyl-1,6-dihydro-7H-pyrazolo[4,3-d]-pyrimidin-5-yl)cinnamonitrile), C(C)(=O)O (acetic acid). Reagents/catalysts: [Ni] (Raney nickel). Reaction conditions: time 3 hour. Product: NCCCC=1C=CC(=C(C1)C=1NC(C2=C(N1)C(=NN2C)CCC)=O)OCC (5-[5-(3-Aminopropyl)-2-ethoxyphenyl]-1-methyl-3-n-propyl-1,6-dihydro-7H-pyrazolo[4,3-d]-pyrimidin-7-one). The yield is 38.0%. Reaction SMILES: [CH2:1]([O:3][C:4]1[CH:13]=[CH:12][C:7](/[CH:8]=[CH:9]/[C:10]#[N:11])=[CH:6][C:5]=1[C:14]1[NH:15][CH2:16][C:17]2[N:22]([CH3:23])[N:21]=[C:20]([CH2:24][CH2:25][CH3:26])[C:18]=2[N:19]=1)[CH3:2].C(O)(=[O:29])C>[Ni]>[NH2:11][CH2:10][CH2:9][CH2:8][C:7]1[CH:12]=[CH:13][C:4]([O:3][CH2:1][CH3:2])=[C:5]([C:14]2[NH:15][C:16](=[O:29])[C:17]3[N:22]([CH3:23])[N:21]=[C:20]([CH2:24][CH2:25][CH3:26])[C:18]=3[N:19]=2)[CH:6]=1. Procedure details: A solution of (E)-4-ethoxy-3-(-1-methyl-3-n-propyl-1,6-dihydro-7H-pyrazolo[4,3-d]-pyrimidin-5-yl)cinnamonitrile (0.25 g, 0.00064 mol) in glacial acetic acid (25 ml) was stirred with Raney nickel catalyst (25 mg) under hydrogen at room temperature and at 50 p.s.i. for 3 hours. The resulting mixture was filtered and the filtrate evaporated under vacuum. The residue was partitioned between saturated aqueous sodium carbonate solution (50 ml) and dichloromethane (30 ml), the layers separated and the ... Reactants: O=C([O-])[O-], N#Cc1ncc(O)cc1Cl, [Cs+], [Cs+], Cc1ccc(S(=O)(=O)OCF)cc1, CN(C)C=O. Yields the product N#Cc1ncc(OCF)cc1Cl. As a reaction SMILES: [C:11](=[O:12])([O-:13])[O-:14].[Cl:1][c:2]1[c:3]([C:9]#[N:10])[n:4][cH:5][c:6]([OH:8])[cH:7]1.[Cs+:15].[Cs+:16].[F:17][CH2:18][O:19][S:20]([c:21]1[cH:22][cH:23][c:24]([CH3:25])[cH:26][cH:27]1)(=[O:28])=[O:29].[O:30]=[CH:31][N:32]([CH3:33])[CH3:34]>>[Cl:1][c:2]1[c:3]([C:9]#[N:10])[n:4][cH:5][c:6]([O:8][CH2:18][F:17])[cH:7]1.